This data is from the Open Reaction Database (ORD), a public repository of structured organic reaction records. The task is: describe an organic reaction: reactants, conditions, products, and yield Conditions: time 20 minute. The product is C(C1=CC=CC=C1)O[C@@H]1[C@H](OC([C@@H]([C@H]1OCC1=CC=CC=C1)OCC1=CC=CC=C1)C1=C2CCCC2=C(C(=C1)CC1=CC=C(C=C1)OC)F)COCC1=CC=CC=C1 ((2R,3R,4R,5S)-3,4,5-Tris(benzyloxy)-2-(benzyloxymethyl)-6-(7-fluoro-6-(4-methoxybenzyl)-2,3-dihydro-1H-inden-4-yl)tetrahydro-2H-pyran). Run in C1CCOC1 (THF), C1CCOC1 (THF). The reactants are C(C1=CC=CC=C1)O[C@@H]1[C@H](OC([C@@H]([C@H]1OCC1=CC=CC=C1)OCC1=CC=CC=C1)C1=C2CCCC2=C(C(=C1)CC1=CC=C(C=C1)OC)Br)COCC1=CC=CC=C1 ((2R,3R,4R,5S)-3,4,5-Tris(benzyloxy)-2-(benzyloxymethyl)-6-(7-bromo-6-(4-methoxybenzyl)-2,3-dihydro-1H-inden-4-yl)tetrahydro-2H-pyran), [Li]CCCC (n-BuLi), C1=CC=C(C=C1)S(=O)(=O)N(F)S(=O)(=O)C2=CC=CC=C2 (N-fluorobenzenesulfonimide). Reaction SMILES: [CH2:1]([O:8][C@H:9]1[C@H:14]([O:15][CH2:16][C:17]2[CH:22]=[CH:21][CH:20]=[CH:19][CH:18]=2)[C@@H:13]([O:23][CH2:24][C:25]2[CH:30]=[CH:29][CH:28]=[CH:27][CH:26]=2)[CH:12]([C:31]2[CH:39]=[C:38]([CH2:40][C:41]3[CH:46]=[CH:45][C:44]([O:47][CH3:48])=[CH:43][CH:42]=3)[C:37](Br)=[C:36]3[C:32]=2[CH2:33][CH2:34][CH2:35]3)[O:11][C@@H:10]1[CH2:50][O:51][CH2:52][C:53]1[CH:58]=[CH:57][CH:56]=[CH:55][CH:54]=1)[C:2]1[CH:7]=[CH:6][CH:5]=[CH:4][CH:3]=1.[Li]CCCC.C1C=CC(S(N(S(C2C=CC=CC=2)(=O)=O)[F:74])(=O)=O)=CC=1>C1COCC1>[CH2:1]([O:8][C@H:9]1[C@H:14]([O:15][CH2:16][C:17]2[CH:22]=[CH:21][CH:20]=[CH:19][CH:18]=2)[C@@H:13]([O:23][CH2:24][C:25]2[CH:30]=[CH:29][CH:28]=[CH:27][CH:26]=2)[CH:12]([C:31]2[CH:39]=[C:38]([CH2:40][C:41]3[CH:46]=[CH:45][C:44]([O:47][CH3:48])=[CH:43][CH:42]=3)[C:37]([F:74])=[C:36]3[C:32]=2[CH2:33][CH2:34][CH2:35]3)[O:11][C@@H:10]1[CH2:50][O:51][CH2:52][C:53]1[CH:58]=[CH:57][CH:56]=[CH:55][CH:54]=1)[C:2]1[CH:7]=[CH:6][CH:5]=[CH:4][CH:3]=1. Procedure: To a solution of the intermediate 17 (1.01 g, 1.2 mmol) in anhydrous THF (12.0 mL) were added dropwise n-BuLi (2.5M in hexane, 0.77 mL, 1.92 mmol) at −78° C. under nitrogen atmosphere, and the mixture was stirred for 20 min at the same temperature. Then a solution of N-fluorobenzenesulfonimide (0.68 g, 2.16 mmol) in THF (3.0 mL) was added dropwise, and the mixture was stirred for 1 h at the same temperature. The reaction mixture was quenched with saturated NaCl solution (10 mL) and extracted wit...